Dataset: the Open Reaction Database (ORD), a public repository of structured organic reaction records. Task: describe an organic reaction: reactants, conditions, products, and yield Starting materials: C(C)(=O)O[BH-](OC(C)=O)OC(C)=O.[Na+] (Sodium triacetoxyborohydride), C([O-])(O)=O.[Na+] (sodium bicarbonate), OC=1C=C(C=O)C=CC1[N+](=O)[O-] (3-Hydroxy-4-nitrobenzaldehyde), N1C(=CC2=CC=CC=C12)C=1C=CC(=C(C1)N)OC (5-(1H-indol-2-yl)-2-methoxy-phenylamine). Run in C(Cl)Cl (methylene chloride), C(C)(=O)O (acetic acid). Run at time 1 hour. Product: N1C(=CC2=CC=CC=C12)C=1C=CC(=C(C1)NCC1=CC(=C(C=C1)[N+](=O)[O-])O)OC ([5-(1H-Indol-2-yl)-2-methoxy-phenyl]-(3-hydroxy-4-nitro-benzyl)-amine). The yield is 64.2%. As a reaction SMILES: [OH:1][C:2]1[CH:3]=[C:4]([CH:7]=[CH:8][C:9]=1[N+:10]([O-:12])=[O:11])[CH:5]=O.[NH:13]1[C:21]2[C:16](=[CH:17][CH:18]=[CH:19][CH:20]=2)[CH:15]=[C:14]1[C:22]1[CH:23]=[CH:24][C:25]([O:29][CH3:30])=[C:26]([NH2:28])[CH:27]=1.C(O[BH-](OC(=O)C)OC(=O)C)(=O)C.[Na+].C(=O)(O)[O-].[Na+]>C(Cl)Cl.C(O)(=O)C>[NH:13]1[C:21]2[C:16](=[CH:17][CH:18]=[CH:19][CH:20]=2)[CH:15]=[C:14]1[C:22]1[CH:23]=[CH:24][C:25]([O:29][CH3:30])=[C:26]([NH:28][CH2:5][C:4]2[CH:7]=[CH:8][C:9]([N+:10]([O-:12])=[O:11])=[C:2]([OH:1])[CH:3]=2)[CH:27]=1 |f:2.3,4.5|. Reported procedure: 3-Hydroxy-4-nitrobenzaldehyde (0.334 g, 2.0 mmol) was added to a stirred mixture of 5-(1H-indol-2-yl)-2-methoxy-phenylamine (0.476 g, 2.0 mmol) in methylene chloride (125 mL), followed by acetic acid (0.2 g). The resulting mixture is stirred at room temperature for 1 hour. Sodium triacetoxyborohydride (0.46 g, 2.2 mmol) was added in one portion, and the resulting homogeneous solution was stirred at room temperature for 3 days. Saturated aqueous sodium bicarbonate solution (100 mL) was added and ... Starting materials: O (water), COC(C1=C(C(=CC(=C1)Cl)Cl)OC1=NC(=CC(=N1)OC)OC)OC (3,5-Dichloro-2-(4,6-dimethoxypyrimidin-2-yl)oxy benzaldehyde dimethylacetal), O (water), Cl (hydrochloric acid), compound. Run in C(C)(=O)O (acetic acid). Yields the product ClC=1C(=C(C=O)C=C(C1)Cl)OC1=NC(=CC(=N1)OC)OC (3,5-dichloro-2-(4,6-dimethoxypyrimidin-2-yl)oxy benzaldehyde). RXN SMILES: C[O:2][CH:3](OC)[C:4]1[CH:9]=[C:8]([Cl:10])[CH:7]=[C:6]([Cl:11])[C:5]=1[O:12][C:13]1[N:18]=[C:17]([O:19][CH3:20])[CH:16]=[C:15]([O:21][CH3:22])[N:14]=1.O.Cl>C(O)(=O)C>[Cl:11][C:6]1[C:5]([O:12][C:13]2[N:14]=[C:15]([O:21][CH3:22])[CH:16]=[C:17]([O:19][CH3:20])[N:18]=2)=[C:4]([CH:9]=[C:8]([Cl:10])[CH:7]=1)[CH:3]=[O:2]. Reported procedure: 3,5-Dichloro-2-(4,6-dimethoxypyrimidin-2-yl)oxy benzaldehyde dimethylacetal (2.1 g) was dissolved in acetic acid (50 ml), and then water (10 ml) and 35% hydrochloric acid (1 ml) were added thereto The mixture was reacted at room temperature for 6 hours. The reaction mixture was poured into water, and extracted with toluene. The extract was washed with a 2% sodium hydroxide aqueous solution, and further washed 3 times with water. The toluene phase was dried, and concentrated under reduced pressur...